From a dataset of the Open Reaction Database (ORD), a public repository of structured organic reaction records. describe an organic reaction: reactants, conditions, products, and yield Reactants: CCOC(=O)C(Br)C(=O)OCC, O=C([O-])[O-], CCCc1c(O)c(C(C)=O)cc(C=O)c1S, CCC(C)=O, [K+], [K+], O. Product: CCCc1c(O)c(C(C)=O)cc2c1SC(C(=O)OCC)(C(=O)OCC)C2O. RXN SMILES: [Br:23][CH:24]([C:25](=[O:26])[O:27][CH2:28][CH3:29])[C:30](=[O:31])[O:32][CH2:33][CH3:34].[C:17](=[O:18])([O-:19])[O-:20].[C:1]([CH3:2])(=[O:3])[c:4]1[c:5]([OH:16])[c:6]([CH2:13][CH2:14][CH3:15])[c:7]([SH:12])[c:8]([CH:9]=[O:10])[cH:11]1.[CH3:36][C:37]([CH2:38][CH3:39])=[O:40].[K+:21].[K+:22].[OH2:35]>>[C:1]([CH3:2])(=[O:3])[c:4]1[c:5]([OH:16])[c:6]([CH2:13][CH2:14][CH3:15])[c:7]2[c:8]([cH:11]1)[CH:9]([OH:10])[C:24]([C:25](=[O:26])[O:27][CH2:28][CH3:29])([C:30](=[O:31])[O:32][CH2:33][CH3:34])[S:12]2. Starting materials: C(C(C)C)(=O)N (isobutyramide), C1(CC1)N (cyclopropylamine), C1(CC1)C1=NC=C(N1C)C=O (2-cyclopropyl-3-methyl-3H-imidazole-4-carbaldehyde). Product: C1(CC1)N1C(=NC=C1C=O)C(C)C (3-Cyclopropyl-2-isopropyl-3H-imidazole-4-carbaldehyde). RXN SMILES: [C:1]([NH2:6])(=O)[CH:2]([CH3:4])[CH3:3].C1(N)CC1.[CH:11]1([C:14]2[N:18](C)[C:17]([CH:20]=[O:21])=[CH:16]N=2)[CH2:13]C1>>[CH:14]1([N:18]2[C:17]([CH:20]=[O:21])=[CH:16][N:6]=[C:1]2[CH:2]([CH3:4])[CH3:3])[CH2:11][CH2:13]1. Procedure: 3-Cyclopropyl-2-isopropyl-3H-imidazole-4-carbaldehyde was prepared from isobutyramide and cyclopropylamine in the same manner as 2-cyclopropyl-3-methyl-3H-imidazole-4-carbaldehyde (Example 46). Reactants: O.NN (hydrazine hydrate), N1C(=O)C(=O)C2=CC=CC=C12 (isatin), N1C(C(=O)C2=CC=CC=C12)=NN (isatin hydrazone), N1(NCCCCCC1)C1CCCCCCC1 (diazabicyclooctane), N1(NCCCCCCCCC1)C1CCCCCCCCCC1 (diazabicycloundecane). Reagents/catalysts: tertiary amine, C(C)N(C(C)C)C(C)C (ethyldiisopropylamine). Yields the product N1C(CC2=CC=CC=C12)=O (2-oxindole). As a reaction SMILES: O.NN.[NH:4]1[C:14]2[C:9](=[CH:10][CH:11]=[CH:12][CH:13]=2)[C:7](=O)[C:5]1=[O:6].N1C2C(=CC=CC=2)C(=O)C1=NN.N1(C2CCCCCCC2)CCCCCCN1.N1(C2CCCCCCCCCC2)CCCCCCCCCN1>C(N(C(C)C)C(C)C)C>[NH:4]1[C:14]2[C:9](=[CH:10][CH:11]=[CH:12][CH:13]=2)[CH2:7][C:5]1=[O:6] |f:0.1|. Procedure: in a polar solvent with hydrazine hydrate in the presence of a tertiary amine catalyst, characterized in that the isatin is converted to the corresponding isatin hydrazone at a temperature of from 15 to 185° C. which is directly reacted further by adding a diazabicyclooctane and/or diazabicycloundecane and/or ethyldiisopropylamine catalyst a temperatures of from 100 to 185° C. while distilling off the water of reaction formed to give the corresponding 2-oxindole of the formula which is then isol... The reactants are 1b, C(=O)N1CCCCC1 (N-formylpiperidine), C(C)OC1=C(C(=C(C=C1)[Li])F)F (4-ethoxy-2,3-difluorophenyllithium). The solvent is C1CCOC1 (THF), C1CCOC1.CCCCCC (THF hexane). Run at temperature -20 celsius. Product: C(C)OC1=C(C(=C(C=O)C=C1)F)F (4-ethoxy-2,3-difluorobenzaldehyde). RXN SMILES: [CH:1](N1CCCCC1)=[O:2].[CH2:9]([O:11][C:12]1[CH:17]=[CH:16][C:15]([Li])=[C:14]([F:19])[C:13]=1[F:20])[CH3:10]>C1COCC1.C1COCC1.CCCCCC>[CH2:9]([O:11][C:12]1[CH:17]=[CH:16][C:15]([CH:1]=[O:2])=[C:14]([F:19])[C:13]=1[F:20])[CH3:10] |f:3.4|. Procedure: A solution of 0.1 mol of N-formylpiperidine in 10 ml of THF is added dropwise at -60° C. to the solution of 4-ethoxy-2,3-difluorophenyllithium in THF/hexane prepared according to 1b). The mixture is then warmed to -20° C. in the course of 1 hour. Customary working up (recrystallization from petroleum ether (boiling range 40°-60° C.) gives colourless crystals, m.p. 70° C. Starting materials: O=C([O-])O, CCO, COC(=O)c1ccc(Cc2csc3ccc([N+](=O)[O-])cc23)c(OC)c1, [Cl-], [Na+], O, O. Product: COC(=O)c1ccc(Cc2csc3ccc(N)cc23)c(OC)c1. Reaction SMILES: [C:29](=[O:30])([OH:31])[O-:32].[CH3:34][CH2:35][OH:36].[CH3:4][O:5][c:6]1[cH:7][c:8]([C:9](=[O:10])[O:11][CH3:12])[cH:13][cH:14][c:15]1[CH2:16][c:17]1[c:18]2[c:19]([s:20][cH:21]1)[cH:22][cH:23][c:24]([N+:26]([O-:27])=[O:28])[cH:25]2.[Cl-:3].[Na+:33].[OH2:1].[OH2:2]>>[CH3:4][O:5][c:6]1[cH:7][c:8]([C:9](=[O:10])[O:11][CH3:12])[cH:13][cH:14][c:15]1[CH2:16][c:17]1[c:18]2[c:19]([s:20][cH:21]1)[cH:22][cH:23][c:24]([NH2:26])[cH:25]2.